This data is from the Open Reaction Database (ORD), a public repository of structured organic reaction records. The task is: describe an organic reaction: reactants, conditions, products, and yield Starting materials: Clc1ncc(Br)cn1, [Li]C(C)(C)C, C1CCOC1, CCOCC, CN(c1ccccc1)c1nccs1, N#CC1=C(C#N)C(=O)C(Cl)=C(Cl)C1=O, O. The product is CN(c1ccccc1)c1ncc(-c2nc(Cl)ncc2Br)s1. Reaction SMILES: [Br:19][c:20]1[cH:21][n:22][c:23]([Cl:26])[n:24][cH:25]1.[C:1]([Li:2])([CH3:3])([CH3:4])[CH3:5].[CH2:47]1[O:48][CH2:49][CH2:50][CH2:51]1.[CH3:41][CH2:42][O:43][CH2:44][CH3:45].[CH3:6][N:7]([c:8]1[cH:9][cH:10][cH:11][cH:12][cH:13]1)[c:14]1[s:15][cH:16][cH:17][n:18]1.[Cl:27][C:28]1=[C:39]([Cl:40])[C:37](=[O:38])[C:34]([C:35]#[N:36])=[C:31]([C:32]#[N:33])[C:29]1=[O:30].[OH2:46]>>[CH3:6][N:7]([c:8]1[cH:9][cH:10][cH:11][cH:12][cH:13]1)[c:14]1[s:15][c:16](-[c:21]2[c:20]([Br:19])[cH:25][n:24][c:23]([Cl:26])[n:22]2)[cH:17][n:18]1. Starting materials: C(C)OC(=O)[C@@H]1O[C@H]1C(N[C@H](C(=O)NC=1SC=C(N1)C1=CC=C(C=C1)F)CC(C)C)=O ((2R,3R)-ethyl-3-((S)-1-(4-(4-fluorophenyl)thiazol-2-ylamino)-4-methyl-1-oxopentan-2-ylcarbamoyl)oxirane-2-carboxylate), [Li+].[OH-] (LiOH). The product is FC1=CC=C(C=C1)C=1N=C(SC1)NC([C@H](CC(C)C)NC(=O)[C@H]1[C@@H](O1)C(=O)O)=O ((2R,3R)-3-((S)-1-(4-(4-fluorophenyl)thiazol-2-ylamino)-4-methyl-1-oxopentan-2-ylcarbamoyl)oxirane-2-carboxylic acid). Isolated yield 75.6%. As a reaction SMILES: C([O:3][C:4]([C@H:6]1[C@H:8]([C:9](=[O:31])[NH:10][C@@H:11]([CH2:27][CH:28]([CH3:30])[CH3:29])[C:12]([NH:14][C:15]2[S:16][CH:17]=[C:18]([C:20]3[CH:25]=[CH:24][C:23]([F:26])=[CH:22][CH:21]=3)[N:19]=2)=[O:13])[O:7]1)=[O:5])C.[Li+].[OH-]>>[F:26][C:23]1[CH:24]=[CH:25][C:20]([C:18]2[N:19]=[C:15]([NH:14][C:12](=[O:13])[C@@H:11]([NH:10][C:9]([C@@H:8]3[O:7][C@H:6]3[C:4]([OH:5])=[O:3])=[O:31])[CH2:27][CH:28]([CH3:29])[CH3:30])[S:16][CH:17]=2)=[CH:21][CH:22]=1 |f:1.2|. Procedure details: Followed general procedure using: the corresponding peptidomimetic epoxide ethyl ester 17e (76.4 mg, 0.16 mmol); LiOH (8 mg, 0.34 mmol); after extraction afforded the desired product as a white solid (51 mg, 71.5%). 1H NMR (DMSO-d6, 400 MHz): δ 12.52 (s, 1H); 8.78-8.76 (d, 1H, J=8.0 Hz); 7.94-7.92 (t, 2H); 7.63 (s, 1H); 7.29-7.24 (t, 2H); 4.58-4.57 (m, 1H); 3.62-3.61 (d, 1H, J=1.80 Hz); 3.41-3.40 (d, 1H, J=1.80 Hz); 1.64-1.51 (m, 3H): 0.91-0.88 (dd, 6H). 13C NMR (DMSO-d6, 100 MHz): 171.02, 166.2... The reactants are C(C1=CC=CC=C1)(=O)NC(=S)NC1=C(C=CC=C1)C1=C(C=CC=C1)F (N-benzoyl-N'-(2'-fluoro-2-biphenylyl)thiourea), [OH-].[Na+] (sodium hydroxide). Run in O (water). Yields the product FC1=C(C=CC=C1)C1=C(C=CC=C1)NC(=S)N (N-(2'-fluoro-2-biphenylyl)thiourea). Reaction SMILES: C([NH:9][C:10]([NH:12][C:13]1[CH:18]=[CH:17][CH:16]=[CH:15][C:14]=1[C:19]1[CH:24]=[CH:23][CH:22]=[CH:21][C:20]=1[F:25])=[S:11])(=O)C1C=CC=CC=1.[OH-].[Na+]>O>[F:25][C:20]1[CH:21]=[CH:22][CH:23]=[CH:24][C:19]=1[C:14]1[CH:15]=[CH:16][CH:17]=[CH:18][C:13]=1[NH:12][C:10]([NH2:9])=[S:11] |f:1.2|. Procedure details: A mixture of N-benzoyl-N'-(2'-fluoro-2-biphenylyl)thiourea (9.5 g), sodium hydroxide (1.14 g) and water (80 ml) was heated at 90°-95° C. for 8 hours to give N-(2'-fluoro-2-biphenylyl)thiourea as a colourless solid (m.p. 175°-177° C.). Starting materials: C1(=CCCC1)C(C(=O)NC=1C=C(CC2(CC2)C(=O)OC(C)(C)C)C=CC1F)N1CC2=CC=CC=C2CC1 (rac-tert-butyl 1-(3-{[cyclopent-1-en-1-yl(3,4-dihydroisoquinolin-2(1H)-yl)acetyl]amino}-4-fluorobenzyl)cyclopropanecarboxylate). Reagents/catalysts: [Pt](=O)=O (platinum(IV) oxide). Solvent: CO (methanol). Conditions: time 5 hour. The product is C1(CCCC1)C(C(=O)NC=1C=C(CC2(CC2)C(=O)OC(C)(C)C)C=CC1F)N1CC2=CC=CC=C2CC1 (rac-tert-Butyl 1-(3-{[cyclopentyl(3,4-dihydroisoquinolin-2(1H)-yl)acetyl]amino}-4-fluorobenzyl)cyclopropanecarboxylate). As a reaction SMILES: [C:1]1([CH:6]([N:28]2[CH2:37][CH2:36][C:35]3[C:30](=[CH:31][CH:32]=[CH:33][CH:34]=3)[CH2:29]2)[C:7]([NH:9][C:10]2[CH:11]=[C:12]([CH:24]=[CH:25][C:26]=2[F:27])[CH2:13][C:14]2([C:17]([O:19][C:20]([CH3:23])([CH3:22])[CH3:21])=[O:18])[CH2:16][CH2:15]2)=[O:8])[CH2:5][CH2:4][CH2:3][CH:2]=1>CO.[Pt](=O)=O>[CH:1]1([CH:6]([N:28]2[CH2:37][CH2:36][C:35]3[C:30](=[CH:31][CH:32]=[CH:33][CH:34]=3)[CH2:29]2)[C:7]([NH:9][C:10]2[CH:11]=[C:12]([CH:24]=[CH:25][C:26]=2[F:27])[CH2:13][C:14]2([C:17]([O:19][C:20]([CH3:23])([CH3:22])[CH3:21])=[O:18])[CH2:16][CH2:15]2)=[O:8])[CH2:2][CH2:3][CH2:4][CH2:5]1. Reported procedure: 102 mg (0.2 mmol, purity 72%) of rac-tert-butyl 1-(3-{[cyclopent-1-en-1-yl(3,4-dihydroisoquinolin-2(1H)-yl)acetyl]amino}-4-fluorobenzyl)cyclopropanecarboxylate were initially charged in 14.4 ml of methanol, 14.4 mg (0.06 mmol) of platinum(IV) oxide were added and the mixture was hydrogenated at RT and standard pressure for 5 h. The mixture was then filtered through kieselguhr, the residue was washed thoroughly with methanol and the filtrate was concentrated under reduced pressure. This gave 102 ... Reaction SMILES: [CH2:12]([O:14][C:15](=[O:13])[c:17]1[n:18][n:19](-[c:30]2[c:31]([Cl:36])[cH:32][cH:33][cH:34][cH:35]2)[c:20](-[c:23]2[cH:24][cH:25][c:26]([Cl:29])[cH:27][cH:28]2)[c:21]1[NH2:22])[CH3:16].[CH3:1][Al:2]([CH3:3])[CH3:4].[Cl:37][CH:38]([Cl:39])[Cl:40].[NH2:5][N:6]1[CH2:7][CH2:8][O:9][CH2:10][CH2:11]1>>[NH:5]([N:6]1[CH2:7][CH2:8][O:9][CH2:10][CH2:11]1)[C:15](=[O:14])[c:17]1[n:18][n:19](-[c:30]2[c:31]([Cl:36])[cH:32][cH:33][cH:34][cH:35]2)[c:20](-[c:23]2[cH:24][cH:25][c:26]([Cl:29])[cH:27][cH:28]2)[c:21]1[NH2:22]. Yields the product Nc1c(C(=O)NN2CCOCC2)nn(-c2ccccc2Cl)c1-c1ccc(Cl)cc1. Reactants: CCOC(=O)c1nn(-c2ccccc2Cl)c(-c2ccc(Cl)cc2)c1N, C[Al](C)C, ClC(Cl)Cl, NN1CCOCC1. Starting materials: O1CCN(CC1)CC1=CC=C(C=C1)CN (4-(Morpholinomethyl)phenylmethylamine), ClC1=CC=C(C=C1)C(C(C(=O)OCC)=NO)=O (ethyl 3-(4-chlorophenyl) -2-hydroxyimino-3-oxopropionate). The solvent is N1=CC=CC=C1 (pyridine). Yields the product ClC1=CC=C(C=C1)C1=C(N=C(N1)C1=CC=C(C=C1)CN1CCOCC1)C(=O)OCC (ethyl 5-(4-chlorophenyl)-2-[4-(morpholinomethyl)phenyl]imidazole-4-carboxylate). Isolated yield 61.5%. Reaction SMILES: [O:1]1[CH2:6][CH2:5][N:4]([CH2:7][C:8]2[CH:13]=[CH:12][C:11]([CH2:14][NH2:15])=[CH:10][CH:9]=2)[CH2:3][CH2:2]1.[Cl:16][C:17]1[CH:22]=[CH:21][C:20]([C:23](=O)[C:24](=[N:30]O)[C:25]([O:27][CH2:28][CH3:29])=[O:26])=[CH:19][CH:18]=1>N1C=CC=CC=1>[Cl:16][C:17]1[CH:22]=[CH:21][C:20]([C:23]2[NH:15][C:14]([C:11]3[CH:10]=[CH:9][C:8]([CH2:7][N:4]4[CH2:3][CH2:2][O:1][CH2:6][CH2:5]4)=[CH:13][CH:12]=3)=[N:30][C:24]=2[C:25]([O:27][CH2:28][CH3:29])=[O:26])=[CH:19][CH:18]=1. Reported procedure: 4-(Morpholinomethyl)phenylmethylamine (8 g) and ethyl 3-(4-chlorophenyl) -2-hydroxyimino-3-oxopropionate (8.26 g) were dissolved in pyridine (120 ml) and the mixture was refluxed under heating for 12 hr. The solvent was evaporated under reduced pressure and the obtained residue was subjected to silica gel column chromatography to give the objective ethyl 5-(4-chlorophenyl)-2-[4-(morpholinomethyl)phenyl]imidazole-4-carboxylate (8.46 g), melting point 183-185° C. The reactants are S1CCSC(=C1)C(C(=O)NC1[C@@H]2N(C(=CCS2)C(=O)OCC2=CC=C(C=C2)[N+](=O)[O-])C1=O)=NOC (4-nitrobenzyl 7-[2-(2,3-dihydro-1,4-dithiin-5-yl)-2-methoxyiminoacetamido]-3-cephem-4-carboxylate), CO (methanol), O1CCCC1 (tetrahydrofuran), C(C)(=O)O (acetic acid). The reagents and catalysts are [C].[Pd] (Palladium carbon). Solvent: O (water). Run at time 4 hour. Product: S1CCSC(=C1)C(C(=O)NC1[C@@H]2N(C(=CCS2)C(=O)O)C1=O)=NOC (7-[2-(2,3-dihydro-1,4-dithiin-5-yl)-2-methoxyiminoacetamido]-3-cephem-4-carboxylic acid). The yield is 60.1%. Reaction SMILES: [S:1]1[CH:6]=[C:5]([C:7](=[N:33][O:34][CH3:35])[C:8]([NH:10][CH:11]2[C:31](=[O:32])[N:13]3[C:14]([C:18]([O:20]CC4C=CC([N+]([O-])=O)=CC=4)=[O:19])=[CH:15][CH2:16][S:17][C@H:12]23)=[O:9])[S:4][CH2:3][CH2:2]1.CO.O1CCCC1.C(O)(=O)C>[C].[Pd].O>[S:1]1[CH:6]=[C:5]([C:7](=[N:33][O:34][CH3:35])[C:8]([NH:10][CH:11]2[C:31](=[O:32])[N:13]3[C:14]([C:18]([OH:20])=[O:19])=[CH:15][CH2:16][S:17][C@H:12]23)=[O:9])[S:4][CH2:3][CH2:2]1 |f:4.5|. Reported procedure: Palladium carbon (0.8 g.) was added to a mixture of 4-nitrobenzyl 7-[2-(2,3-dihydro-1,4-dithiin-5-yl)-2-methoxyiminoacetamido]-3-cephem-4-carboxylate (syn isomer, 2.0 g.), methanol (20 ml.), tetrahydrofuran (40 ml.), acetic acid (0.3 ml.) and water (3 ml.), and subjected to catalytic reduction under ordinary pressure at room temperature for 4 hours. After removing the catalyst from the resultant mixture by filtration, the filtrate was concentrated at 40° C. in vacuo. Ethyl acetate (20 ml.) was a...